This data is from the Open Reaction Database (ORD), a public repository of structured organic reaction records. The task is: describe an organic reaction: reactants, conditions, products, and yield Reaction SMILES: [Al+3:2].[Al+3:6].[Cl-:1].[Cl-:3].[Cl-:4].[F:11][c:12]1[cH:13][cH:14][c:15]([C:16](=[O:17])[NH:18][c:19]2[c:20]([CH3:40])[c:21]([CH3:39])[c:22]3[c:23]([c:24](-[c:28]4[cH:29][cH:30][c:31]([CH:34]([CH3:35])[CH3:36])[cH:32][cH:33]4)[c:25]([CH3:27])[o:26]3)[c:37]2[CH3:38])[cH:41][cH:42]1.[H-:10].[H-:5].[H-:8].[H-:9].[Li+:7].[Na+:44].[O:45]1[CH2:46][CH2:47][CH2:48][CH2:49]1.[OH-:43].[OH2:50]>>[F:11][c:12]1[cH:13][cH:14][c:15]([CH2:16][NH:18][c:19]2[c:20]([CH3:40])[c:21]([CH3:39])[c:22]3[c:23]([c:24](-[c:28]4[cH:29][cH:30][c:31]([CH:34]([CH3:35])[CH3:36])[cH:32][cH:33]4)[c:25]([CH3:27])[o:26]3)[c:37]2[CH3:38])[cH:41][cH:42]1. Yields the product Cc1oc2c(C)c(C)c(NCc3ccc(F)cc3)c(C)c2c1-c1ccc(C(C)C)cc1. Starting materials: [Al+3], [Al+3], [Cl-], [Cl-], [Cl-], Cc1oc2c(C)c(C)c(NC(=O)c3ccc(F)cc3)c(C)c2c1-c1ccc(C(C)C)cc1, [H-], [H-], [H-], [H-], [Li+], [Na+], C1CCOC1, [OH-], O. The reactants are C(C)(=O)OC(C1([C@H]2SC=C(N2C1=O)C(=O)OCC1=CC=C(C=C1)[N+](=O)[O-])Br)C=1C=CC2=C(N3C(=N2)SCCC3)C1 (4-nitrobenzyl (5R)-6-[(acetyloxy)(3,4-dihydro-2H-[1,3]thiazino[3,2-a]benzimidazol-7-yl)methyl]-6-bromo-7-oxo-4-thia-1-azabicyclo[3.2.0]hept-2-ene-2-carboxylate), [H][H] (hydrogen). Reported procedure: 4-nitrobenzyl (5R)-6-[(acetyloxy)(3,4-dihydro-2H-[1,3]thiazino[3,2-a]benzimidazol-7-yl)methyl]-6-bromo-7-oxo-4-thia-1-azabicyclo[3.2.0]hept-2-ene-2-carboxylate (700 mg, 1.1 mmol) was suspended in 20 ml THF and 20 ml pH=6.5 aqueous phosphate buffer. The mixture was then subjected to 45 psi hydrogen for two hours. Then it was filtered through a pad of celite and concentrated in vacuo to remove most of the THF. The solution was then cooled to zero degree and basified to pH=8 with 1 N sodium hydroxi... Run in P(=O)([O-])([O-])[O-] (phosphate), C1CCOC1 (THF). The product is S1CCCN2C1=NC1=C2C=C(C=C1)\C=C\1/[C@H]2SC=C(N2C1=O)C(=O)O ((5R,6Z)-6-(3,4-dihydro-2H-[1,3]thiazino[3,2-a]benzimidazol-7-ylmethylene)-7-oxo-4-thia-1-azabicyclo[3.2.0]hept-2-ene-2-carboxylic acid). RXN SMILES: C(O[CH:5]([C:28]1[CH:29]=[CH:30][C:31]2[N:35]=[C:34]3[S:36][CH2:37][CH2:38][CH2:39][N:33]3[C:32]=2[CH:40]=1)[C:6]1(Br)[C:12](=[O:13])[N:11]2[C@@H:7]1[S:8][CH:9]=[C:10]2[C:14]([O:16]CC1C=CC([N+]([O-])=O)=CC=1)=[O:15])(=O)C.[H][H]>C1COCC1.P([O-])([O-])([O-])=O>[S:36]1[C:34]2=[N:35][C:31]3[CH:30]=[CH:29][C:28](/[CH:5]=[C:6]4\[C@@H:7]5[N:11]([C:12]\4=[O:13])[C:10]([C:14]([OH:16])=[O:15])=[CH:9][S:8]5)=[CH:40][C:32]=3[N:33]2[CH2:39][CH2:38][CH2:37]1. Isolated yield 18.4%. Starting materials: CC#N, CN(C)C=Nc1nn(Cc2ccc(OC(F)F)cc2)c2ccccc12, NN, O. Product: Nc1nn(Cc2ccc(OC(F)F)cc2)c2ccccc12. As a reaction SMILES: [CH3:29][C:30]#[N:31].[F:4][CH:5]([O:6][c:7]1[cH:8][cH:9][c:10]([CH2:11][n:12]2[n:13][c:14]([N:21]=[CH:22][N:23]([CH3:24])[CH3:25])[c:15]3[cH:16][cH:17][cH:18][cH:19][c:20]23)[cH:26][cH:27]1)[F:28].[NH2:2][NH2:3].[OH2:1]>>[F:4][CH:5]([O:6][c:7]1[cH:8][cH:9][c:10]([CH2:11][n:12]2[n:13][c:14]([NH2:21])[c:15]3[cH:16][cH:17][cH:18][cH:19][c:20]23)[cH:26][cH:27]1)[F:28]. Reactants: CSC1=CC(=NN1)C=1C=NC=CC1 (5-methylthio-3-(3-pyridinyl)pyrazole), CC(C)([O-])C.[K+] (potassium t-butoxide), FC1=CC=C(C=C1)[N+](=O)[O-] (4-flouronitrobenzene). Run in O (water), CS(=O)C (DMSO). Conditions: temperature 100 celsius. The product is CSC1=CC(=NN1C1=CC=C(C=C1)[N+](=O)[O-])C=1C=NC=CC1 (5-methylthio-1-(4-nitrophenyl)-3-(3-pyridinyl)pyrazole). Yield: 75.7%. As a reaction SMILES: [CH3:1][S:2][C:3]1[NH:7][N:6]=[C:5]([C:8]2[CH:9]=[N:10][CH:11]=[CH:12][CH:13]=2)[CH:4]=1.CC(C)([O-])C.[K+].F[C:21]1[CH:26]=[CH:25][C:24]([N+:27]([O-:29])=[O:28])=[CH:23][CH:22]=1>CS(C)=O.O>[CH3:1][S:2][C:3]1[N:7]([C:21]2[CH:26]=[CH:25][C:24]([N+:27]([O-:29])=[O:28])=[CH:23][CH:22]=2)[N:6]=[C:5]([C:8]2[CH:9]=[N:10][CH:11]=[CH:12][CH:13]=2)[CH:4]=1 |f:1.2|. Procedure: A solution of the above pyrazole(1.94 g, 10.15 mmol) and potassium t-butoxide (1.2 g, 10.6 mmol) in anhydrous DMSO (15 mL) was stirred at room temperature for 5 min and then 4-flouronitrobenzene (1.08 mL, 10.15 mmol) was added. The reaction mixture was heated to 100° C. in an oil bath for 5 h under argon. The reaction mixture was cooled, diluted with water, the yellow solid obtained was filtered, washed with water and dried. The residue obtained was recrystallized from ethyl acetate to give 5-me... Starting materials: CCOC(=O)C=Cc1cccc(N)c1, CN(C)C=O, O=C(O)c1ccc2oc3ccccc3c2c1. Product: CCOC(=O)C=Cc1cccc(NC(=O)c2ccc3oc4ccccc4c3c2)c1. RXN SMILES: [CH2:17]([CH3:18])[O:19][C:20]([CH:21]=[CH:22][c:23]1[cH:24][c:25]([NH2:29])[cH:26][cH:27][cH:28]1)=[O:30].[O:31]=[CH:32][N:33]([CH3:34])[CH3:35].[cH:1]1[c:2]([C:14](=[O:15])[OH:16])[cH:3][cH:4][c:5]2[o:6][c:7]3[c:8]([c:9]12)[cH:10][cH:11][cH:12][cH:13]3>>[cH:1]1[c:2]([C:14](=[O:16])[NH:29][c:25]2[cH:24][c:23]([CH:22]=[CH:21][C:20]([O:19][CH2:17][CH3:18])=[O:30])[cH:28][cH:27][cH:26]2)[cH:3][cH:4][c:5]2[o:6][c:7]3[c:8]([c:9]12)[cH:10][cH:11][cH:12][cH:13]3. The reactants are ClCC=1C=C(C=CC1O)C(C)=O (3'-Chloromethyl-4'-hydroxyacetophenone), C(C)(=O)[O-].[Na+] (sodium acetate), C(C)(=O)OC(C)=O (acetic anhydride). The solvent is C(C)(=O)O (acetic acid). Conditions: temperature 95 celsius. The product is C(C)(=O)OCC=1C=C(C=CC1OC(C)=O)C(C)=O (3'-acetoxymethyl-4'-acetoxyacetophenone). As a reaction SMILES: Cl[CH2:2][C:3]1[CH:4]=[C:5]([C:10](=[O:12])[CH3:11])[CH:6]=[CH:7][C:8]=1[OH:9].[C:13]([O-:16])(=[O:15])[CH3:14].[Na+].[C:18](OC(=O)C)(=[O:20])[CH3:19]>C(O)(=O)C>[C:13]([O:16][CH2:2][C:3]1[CH:4]=[C:5]([C:10](=[O:12])[CH3:11])[CH:6]=[CH:7][C:8]=1[O:9][C:18](=[O:20])[CH3:19])(=[O:15])[CH3:14] |f:1.2|. Procedure: 3'-Chloromethyl-4'-hydroxyacetophenone (108 g.) was added to a mixture of anhydrous sodium acetate (54 g.) glacial acetic acid (500 ml.) and acetic anhydride (250 ml.). The mixture was heated at 95° C. for 4 hours, then concentrated by distilling under reduced pressure. The gummy residue was dissolved in water (500 ml.) and the aqueous solution was extracted with chloroform (3×300 ml.). The combined extracts were dried (MgSO4), filtered and evaporated to give a yellow oil. This was distilled und...